This data is from the Open Reaction Database (ORD), a public repository of structured organic reaction records. The task is: describe an organic reaction: reactants, conditions, products, and yield Reactants: CCOC(C)=O, CO, O=C1NC2C=CC1C2, NC1CC=C(CO)C1, Nc1nc(Cl)c(NC=O)c(Cl)n1. Product: Nc1nc(Cl)c(NC=O)c(NC2CC=C(CO)C2)n1. RXN SMILES: [C:31]([O:32][CH2:33][CH3:34])(=[O:35])[CH3:36].[CH3:29][OH:30].[CH:21]12[CH2:22][CH:23]([CH:24]=[CH:25]1)[C:26](=[O:27])[NH:28]2.[NH2:13][CH:14]1[CH2:15][CH:16]=[C:17]([CH2:19][OH:20])[CH2:18]1.[NH2:1][c:2]1[n:3][c:4]([Cl:12])[c:5]([NH:9][CH:10]=[O:11])[c:6]([Cl:8])[n:7]1>>[NH2:1][c:2]1[n:3][c:4]([NH:13][CH:14]2[CH2:15][CH:16]=[C:17]([CH2:19][OH:20])[CH2:18]2)[c:5]([NH:9][CH:10]=[O:11])[c:6]([Cl:8])[n:7]1.